From a dataset of the Open Reaction Database (ORD), a public repository of structured organic reaction records. describe an organic reaction: reactants, conditions, products, and yield Starting materials: O (water), FC(S(=O)(=O)OS(=O)(=O)C(F)(F)F)(F)F (trifluoromethanesulphonic anhydride), C(C=C)(=O)OCCCCCCOC1=CC=C(C=C1)C1=CC=C(C=C1)[C@@H]1CC[C@H](CC1)CCCO (6-[4'-[trans-4-(3-hydroxy-propyl)-cyclohexyl]-biphenyl-4-yloxy]-hexyl acrylate), N1=C(C=CC=C1C)C (lutidine). Run in ClCCl (dichloromethane), ClCCl (dichloromethane). Reaction conditions: temperature 0 celsius, time 90 minute. The product is C(C=C)(=O)OCCCCCCOC1=CC=C(C=C1)C1=CC=C(C=C1)[C@@H]1CC[C@H](CC1)CCCOS(=O)(=O)C(F)(F)F ([4'-[trans-4-[3-(trifluoromethanesulphonyloxy)-propyl]-cyclohexyl]-biphenyl-4-yloxy]-hexyl acrylate). The yield is 83.1%. As a reaction SMILES: [F:1][C:2]([F:15])([F:14])[S:3]([O:6]S(C(F)(F)F)(=O)=O)(=[O:5])=[O:4].[C:16]([O:20][CH2:21][CH2:22][CH2:23][CH2:24][CH2:25][CH2:26][O:27][C:28]1[CH:33]=[CH:32][C:31]([C:34]2[CH:39]=[CH:38][C:37]([C@H:40]3[CH2:45][CH2:44][C@H:43]([CH2:46][CH2:47][CH2:48]O)[CH2:42][CH2:41]3)=[CH:36][CH:35]=2)=[CH:30][CH:29]=1)(=[O:19])[CH:17]=[CH2:18].N1C(C)=CC=CC=1C.O>ClCCl>[C:16]([O:20][CH2:21][CH2:22][CH2:23][CH2:24][CH2:25][CH2:26][O:27][C:28]1[CH:29]=[CH:30][C:31]([C:34]2[CH:35]=[CH:36][C:37]([C@H:40]3[CH2:45][CH2:44][C@H:43]([CH2:46][CH2:47][CH2:48][O:6][S:3]([C:2]([F:15])([F:14])[F:1])(=[O:5])=[O:4])[CH2:42][CH2:41]3)=[CH:38][CH:39]=2)=[CH:32][CH:33]=1)(=[O:19])[CH:17]=[CH2:18]. Procedure: 3.47 g of trifluoromethanesulphonic anhydride dissolved in 10ml of dichloromethane were added dropwise at 0° C. to a solution of 4.77 g of 6-[4'-[trans-4-(3-hydroxy-propyl)-cyclohexyl]-biphenyl-4-yloxy]-hexyl acrylate and 1.32 g of lutidine in 100 ml of dichloromethane. The reaction mixture was stirred at 0° C. for 90 minutes and subsequently poured into 100 ml of water and extracted twice with 50 ml of dichloromethane. The combined organic phases were washed twice with 50 ml of water each time,...